Dataset: the Open Reaction Database (ORD), a public repository of structured organic reaction records. Task: describe an organic reaction: reactants, conditions, products, and yield The reactants are CCc1cc2c(cc1C(F)(F)F)N(C(=O)OC(C)(C)C)CCCC2O, C1CCC2=NCCCN2CC1, Cc1ccccc1, [N-]=[N+]=NP(=O)(c1ccccc1)c1ccccc1. Yields the product CCc1cc2c(cc1C(F)(F)F)N(C(=O)OC(C)(C)C)CCCC2N=[N+]=[N-]. As a reaction SMILES: [C:1]([CH3:2])([CH3:3])([CH3:4])[O:5][C:6](=[O:7])[N:8]1[c:9]2[c:10]([cH:16][c:17]([CH2:24][CH3:25])[c:18]([C:20]([F:21])([F:22])[F:23])[cH:19]2)[CH:11]([OH:15])[CH2:12][CH2:13][CH2:14]1.[CH2:43]1[CH2:44][CH2:45][C:46]2=[N:51][CH2:50][CH2:49][CH2:48][N:47]2[CH2:52][CH2:53]1.[CH3:54][c:55]1[cH:56][cH:57][cH:58][cH:59][cH:60]1.[c:26]1([P:27]([c:28]2[cH:29][cH:30][cH:31][cH:32][cH:33]2)(=[O:34])[N:40]=[N+:41]=[N-:42])[cH:35][cH:36][cH:37][cH:38][cH:39]1>>[C:1]([CH3:2])([CH3:3])([CH3:4])[O:5][C:6](=[O:7])[N:8]1[c:9]2[c:10]([cH:16][c:17]([CH2:24][CH3:25])[c:18]([C:20]([F:21])([F:22])[F:23])[cH:19]2)[CH:11]([N:40]=[N+:41]=[N-:42])[CH2:12][CH2:13][CH2:14]1. Reactants: BrB(Br)Br, ClCCl, COc1ccc(CCC(=O)C(F)(F)F)cc1. RXN SMILES: [B:17]([Br:18])([Br:19])[Br:20].[Cl:21][CH2:22][Cl:23].[F:1][C:2]([C:3]([CH2:4][CH2:5][c:6]1[cH:7][cH:8][c:9]([O:12][CH3:13])[cH:10][cH:11]1)=[O:14])([F:15])[F:16]>>[F:1][C:2]([C:3]([CH2:4][CH2:5][c:6]1[cH:7][cH:8][c:9]([OH:12])[cH:10][cH:11]1)=[O:14])([F:15])[F:16]. The product is O=C(CCc1ccc(O)cc1)C(F)(F)F. Starting materials: CO, CN(C)CCn1cc([N+](=O)[O-])cn1, C1COCCO1. Product: CN(C)CCn1cc(N)cn1. Reaction SMILES: [CH3:14][OH:15].[CH3:1][N:2]([CH2:3][CH2:4][n:5]1[n:6][cH:7][c:8]([N+:10]([O-:11])=[O:12])[cH:9]1)[CH3:13].[O:16]1[CH2:17][CH2:18][O:19][CH2:20][CH2:21]1>>[CH3:1][N:2]([CH2:3][CH2:4][n:5]1[n:6][cH:7][c:8]([NH2:10])[cH:9]1)[CH3:13]. The reactants are C(C)(=O)O (acetic acid), N1CCCCC1 (piperidine), O=C1N(COC2=C1C=CC=C2)CCOC2=CC=C(C=O)C=C2 (4-[2-(4-oxo-3,4-dihydro-2H-1,3-benzoxazin-3-yl)ethoxy]benzaldehyde), O=C1N(COC2=C1C=CC=C2)CCOC2=CC=C(C=O)C=C2 (4-[2-(4-oxo-3,4-dihydro-2H-1,3-benzoxazin-3-yl)ethoxy]benzaldehyde), 2.1, S1C(NC(C1)=O)=O (2,4-thiazolidinedione). The solvent is C1(=CC=CC=C1)C (toluene). The product is O=C1N(COC2=C1C=CC=C2)CCOC2=CC=C(C=C1C(NC(S1)=O)=O)C=C2 (5-[4-[2-(4-oxo-3,4-dihydro-2H-1,3-benzoxazin-3-yl)ethoxy]benzylidene]-2,4-thiazolidinedione). Yield: 87.0%. RXN SMILES: [O:1]=[C:2]1[C:7]2[CH:8]=[CH:9][CH:10]=[CH:11][C:6]=2[O:5][CH2:4][N:3]1[CH2:12][CH2:13][O:14][C:15]1[CH:22]=[CH:21][C:18]([CH:19]=O)=[CH:17][CH:16]=1.[S:23]1[CH2:27][C:26](=[O:28])[NH:25][C:24]1=[O:29].C(O)(=O)C.N1CCCCC1>C1(C)C=CC=CC=1>[O:1]=[C:2]1[C:7]2[CH:8]=[CH:9][CH:10]=[CH:11][C:6]=2[O:5][CH2:4][N:3]1[CH2:12][CH2:13][O:14][C:15]1[CH:22]=[CH:21][C:18]([CH:19]=[C:27]2[S:23][C:24](=[O:29])[NH:25][C:26]2=[O:28])=[CH:17][CH:16]=1. Procedure details: 5.0 g (17 mM) of 4-[2-(4-oxo-3,4-dihydro-2H-1,3-benzoxazin-3-yl)ethoxy]benzaldehyde (Compound 4A) and 2.1 (18 mM) of 2,4-thiazolidinedione were dissolved in 150 ml of toluene. After the addition of a catalytic amount of acetic acid and piperidine, the mixture was reacted for two hours with heating while refluxing in a Dean Stark apparatus. After confirming completion of the reaction by TLC, the reaction mixture was gradually returned to room temperature. The resulting crystals were collected by ... Reactants: C1(CC1)C=1N=C(SC1)C(=N)N (4-cyclopropyl-thiazole-2-carboxamidine), BrC=1SC=C(N1)C(F)(F)F (2-bromo-4-trifluoromethyl-thiazole), BrCC(=O)C1CC1 (2-bromo-1-cyclopropyl-ethanone). Product: FC(C=1N=C(SC1)C(=N)N)(F)F (4-Trifluoromethyl-thiazole-2-carboxamidine). RXN SMILES: C1(C2N=C([C:9]([NH2:11])=[NH:10])SC=2)CC1.Br[C:13]1[S:14][CH:15]=[C:16]([C:18]([F:21])([F:20])[F:19])[N:17]=1.BrCC(C1CC1)=O>>[F:19][C:18]([F:21])([F:20])[C:16]1[N:17]=[C:13]([C:9]([NH2:11])=[NH:10])[S:14][CH:15]=1. Reported procedure: 4-Trifluoromethyl-thiazole-2-carboxamidine (Compound U) was prepared in analogy to Compound M with procedure shown in Example 10 by using 2-bromo-4-trifluoromethyl-thiazole (CAS: 41731-39-9) instead of 2-bromo-4-cyclopropyl-thiazole which is made from 2-bromo-1-cyclopropyl-ethanone in Example 10. MS: calc'd (MH+) 196, measured (MH+) 196.